Dataset: the Open Reaction Database (ORD), a public repository of structured organic reaction records. Task: describe an organic reaction: reactants, conditions, products, and yield Reactants: COC(COC1=C(C=C(C(=C1)OC)S)C)=O ((4-Mercapto-5-methoxy-2-methyl-phenoxy)-acetic acid methyl ester), BrC1=C(C=C(C=C1)Cl)Cl (1-bromo-2,4-dichloro-benzene). The product is ClC1=C(C=CC(=C1)Cl)C1=CC=C(C=C1)CSC1=CC(=C(OCC(=O)O)C=C1OC)C ([4-(2′,4′-Dichloro-biphenyl-4-ylmethylsulfanyl)-5-methoxy-2-methyl-phenoxy]-acetic acid). RXN SMILES: C[O:2][C:3](=[O:16])[CH2:4][O:5][C:6]1[CH:11]=[C:10]([O:12][CH3:13])[C:9]([SH:14])=[CH:8][C:7]=1[CH3:15].Br[C:18]1[CH:23]=[CH:22][C:21]([Cl:24])=[CH:20][C:19]=1[Cl:25]>>[Cl:25][C:19]1[CH:20]=[C:21]([Cl:24])[CH:22]=[CH:23][C:18]=1[C:10]1[CH:9]=[CH:8][C:7]([CH2:15][S:14][C:9]2[C:10]([O:12][CH3:13])=[CH:11][C:6]([O:5][CH2:4][C:3]([OH:2])=[O:16])=[C:7]([CH3:15])[CH:8]=2)=[CH:6][CH:11]=1. Procedure details: The title compound was prepared in the manner analogous to Example 5A using 1D and 1-bromo-2,4-dichloro-benzene. MS m/z 479 (M+2). Reactants: Cl[Sn]Cl (SnCl2), CC=1C=C(C=CC1C)C(=C)N1CCCC1 ([1-(3,4-dimethylphenyl)vinyl]pyrrolidine), 3,4-dimethyl acetophenone, N1CCCC1 (pyrrolidine), CC1=NC(=C(C(=N1)Cl)[N+](=O)[O-])Cl (2-methyl-4,6-dichloro-5-nitropyrimidine), C(C)(C)N(C(C)C)CC (N,N-diisopropylethylamine), N1CCCCC1 (piperidine), Cl[Sn]Cl (SnCl2). The reagents and catalysts are Cl[Ti](Cl)(Cl)Cl (TiCl4). Solvent: CN(C)C=O (DMF), CCN(CC)CC (NEt3). The product is CC=1C=C(C=CC1C)C1CC(CC(N1)C)C1=NC=C2C(N1)=CC=N2 (6-(3,4-dimethylphenyl)-2-methyl-4-piperidylpyrrolo[3,2-d]pyrimidine). The yield is 31.0%. RXN SMILES: [CH3:1][C:2]1[CH:3]=[C:4](C(N2CCCC2)=C)C=[CH:6][C:7]=1[CH3:8].[NH:16]1[CH2:20][CH2:19][CH2:18][CH2:17]1.[CH3:21][C:22]1[N:27]=C(Cl)C([N+]([O-])=O)=[C:24](Cl)[N:23]=1.[CH:33]([N:36](CC)[CH:37]([CH3:39])[CH3:38])([CH3:35])[CH3:34].N1CCCCC1.Cl[Sn]Cl>CN(C=O)C.Cl[Ti](Cl)(Cl)Cl.CCN(CC)CC>[CH3:8][C:7]1[CH:6]=[C:39]([CH:37]2[NH:36][CH:33]([CH3:34])[CH2:35][CH:21]([C:22]3[NH:27][C:19]4=[CH:18][CH:17]=[N:16][C:20]4=[CH:24][N:23]=3)[CH2:38]2)[CH:4]=[CH:3][C:2]=1[CH3:1]. Procedure: Using the method described in Example 30 by employing [1-(3,4-dimethylphenyl)vinyl]pyrrolidine (freshly prepared before use from 3,4-dimethyl acetophenone (Aldrich Chemical Company), pyrrolidine and TiCl4 (1.22 g, 6.07 mmol), 2-methyl-4,6-dichloro-5-nitropyrimidine (Example 76(b)) (1.30 g, 6.07 mmol), N,N-diisopropylethylamine (1.1 mL, 6.07 mmol), piperidine (1.0 mL, 9.7 mmol), NEt3 (1.1 mL) and SnCl2 (18 mL of a 2 M soln in DMF). In this example the reaction mixture was stirred at room temperat... Starting materials: ClC1=C(C=CC(=C1)Cl)S (2,4-dichlorothiophenol), 3-chloro-4-fluoro-benzadehyde, NCCCCCCO (6-amino-1-hexanol), BrC1=C(C=CC=C1)S (2-bromothiophenol), ClC1=C(C=O)C=CC=C1 (2-chlorobenzaldehyde), N1CCCCC1 (piperidine). The product is BrC1=C(C=CC=C1)SC1=C(C=C(C=C1)\C=C\C(=O)N1CCCCC1)Cl ((2-Bromophenyl)[2-chloro-4-(E-((piperidin-1-yl)carbonyl)ethenyl)phenyl]sulfide). Reaction SMILES: [Cl:1][C:2]1[CH:7]=[C:6](Cl)[CH:5]=[CH:4][C:3]=1[SH:9].[Br:10][C:11]1[CH:16]=[CH:15][CH:14]=[CH:13][C:12]=1S.Cl[C:19]1C=CC=C[C:20]=1[CH:21]=[O:22].[NH2:27][CH2:28][CH2:29][CH2:30][CH2:31][CH2:32]CO.N1CCCCC1>>[Br:10][C:11]1[CH:16]=[CH:15][CH:14]=[CH:13][C:12]=1[S:9][C:3]1[CH:4]=[CH:5][C:6](/[CH:19]=[CH:20]/[C:21]([N:27]2[CH2:28][CH2:29][CH2:30][CH2:31][CH2:32]2)=[O:22])=[CH:7][C:2]=1[Cl:1]. Reported procedure: The title compound was prepared by the procedures described in Example 1 substituting 2,4-dichlorothiophenol with 2-bromothiophenol, 2-chlorobenzaldehyde with 3-chloro-4-fluoro-benzadehyde, and 6-amino-1-hexanol with piperidine. 1H NMR (DMSO-d6, 300 MHz) δ 8.08 (d, J=1.7 Hz, 1H), 7.80 (dd, J=8.1, 1.4 Hz, 1H), 7.63 (dd, J=8.1, 1.7 Hz, 1H), 7.44 (ap dd, J=7.6, 1.5 Hz, 1H), 7.39 (ap d, J=4.8 Hz, 2H), 7.34 (dt, J=7.5, 1.6, 1H), 7.24 (dd, J=7.5, 1.7, 1H), 7.05 (d, J=8.1 Hz, 1H), 3.65 (br m, 2H), 3.53... Reactants: C(C1=CC=CC=C1)OC(=O)Cl (Benzyloxycarbonyl chloride), O1CCOCC1 (1,4-Dioxane), Cl.NC(=N)N (guanidine hydrochloride), [OH-].[Na+] (sodium hydroxide). Run in O (water). Reaction conditions: temperature 0 celsius, time 10 minute. The product is C(=O)(OCC1=CC=CC=C1)NC(=N)N (N-Cbz-Guanidine). RXN SMILES: O1CCOCC1.Cl.[NH2:8][C:9]([NH2:11])=[NH:10].[OH-].[Na+].[CH2:14]([O:21][C:22](Cl)=[O:23])[C:15]1[CH:20]=[CH:19][CH:18]=[CH:17][CH:16]=1>O>[C:22]([NH:10][C:9]([NH2:11])=[NH:8])([O:21][CH2:14][C:15]1[CH:20]=[CH:19][CH:18]=[CH:17][CH:16]=1)=[O:23] |f:1.2,3.4|. Procedure: 1,4-Dioxane (20 ml) is added to a solution of guanidine hydrochloride (0.96 g, 10 mmol) and sodium hydroxide (0.8 g, 20 mmol) in water (10 ml) and the resulting mixture is cooled to 0° C. Benzyloxycarbonyl chloride (1.1 ml, 7.7 mmol) is added dropwise with vigorous stirring over a period of 10 min. After the addition is completed, the ice-bath is removed and stirring is continued for 1 h at room temperature. The mixture is concentrated in vacuo to one third of its original volume and extracted t... Reactants: C(=O)(Cl)Cl (phosgene), NC=1SC2=C(N1)C=C(C=C2)C (2-Amino-5-methylbenzothiazole). Run in C(C)(=O)OCC (ethyl acetate). The product is CC=1C=CC2=C(N=C(S2)N=C=O)C1 (5-methylbenzothiazol-2-yl isocyanate). RXN SMILES: [C:1](Cl)(Cl)=[O:2].[NH2:5][C:6]1[S:7][C:8]2[CH:14]=[CH:13][C:12]([CH3:15])=[CH:11][C:9]=2[N:10]=1>C(OCC)(=O)C>[CH3:15][C:12]1[CH:13]=[CH:14][C:8]2[S:7][C:6]([N:5]=[C:1]=[O:2])=[N:10][C:9]=2[CH:11]=1. Reported procedure: A saturated solution of phosgene in ethyl acetate (200 ml) is charged into a glass reaction vessel equipped with a mechanical stirrer, thermometer and reflux condenser. 2-Amino-5-methylbenzothiazole (0.1 mole) is added with stirring. After the addition is completed, the reaction mixture is heated at reflux for a period of about one hour. After this time the mixture is cooled, and the solid product formed is recovered by filtration. The solid is then dried to yield the desired product 5-methylben... Reactants: NCC=1N2C(SC1)=CN=C2 (3-aminomethylimidazo[5,1-b]-thiazole), C(=O)O (formic acid), C(C)(=O)OC(C)=O (acetic anhydride), saturated aqueous solution, C(O)([O-])=O.[Na+] (sodium hydrogencarbonate). The solvent is ClCCl (dichloromethane). Yields the product C(=O)NCC=1N2C(SC1)=CN=C2 (3-(Formylamino)methylimidazo[5,1-b]thiazole). Yield: 87.0%. As a reaction SMILES: [NH2:1][CH2:2][C:3]1[N:4]2[CH:10]=[N:9][CH:8]=[C:5]2[S:6][CH:7]=1.[CH:11](O)=[O:12].C(OC(=O)C)(=O)C.C(=O)([O-])O.[Na+]>ClCCl>[CH:11]([NH:1][CH2:2][C:3]1[N:4]2[CH:10]=[N:9][CH:8]=[C:5]2[S:6][CH:7]=1)=[O:12] |f:3.4|. Reported procedure: 0.33 g of the above-obtained 3-aminomethylimidazo[5,1-b]-thiazole was dissolved in 10 ml of dichloromethane. To this solution, a mixture which had been prepared in advance by reacting 0.5 ml of formic acid with 0.5 ml of acetic anhydride at 50° C. for 10 minutes was added with stirring, and the resulting mixture was stirred at room temperature for an additional one hour. To the reaction solution was added 20 ml of a saturated aqueous solution of sodium hydrogencarbonate, and the organic layer wa... Reactants: CC(CN1C(CC(CC1=O)(C)C)=O)C (N-(2-Methylpropyl)-3,3-dimethylglutarimide), [H-].[Al+3].[Li+].[H-].[H-].[H-] (lithium aluminum hydride), [H-].[Al+3].[Li+].[H-].[H-].[H-] (lithium aluminium hydride), O.O.O.O.O.O.O.O.O.O.S(=O)(=O)([O-])[O-].[Na+].[Na+] (sodium sulphate decahydrate). The solvent is CCOCC (ether), CCOCC (ether). Reaction conditions: time 3 hour. Yields the product CC(CN1CCC(CC1)(C)C)C (1-(2-Methylpropyl)-4,4-dimethylpiperidine). As a reaction SMILES: [CH3:1][CH:2]([CH3:14])[CH2:3][N:4]1[C:9](=O)[CH2:8][C:7]([CH3:12])([CH3:11])[CH2:6][C:5]1=O.[H-].[Al+3].[Li+].[H-].[H-].[H-].O.O.O.O.O.O.O.O.O.O.S([O-])([O-])(=O)=O.[Na+].[Na+]>CCOCC>[CH3:1][CH:2]([CH3:14])[CH2:3][N:4]1[CH2:5][CH2:6][C:7]([CH3:11])([CH3:12])[CH2:8][CH2:9]1 |f:1.2.3.4.5.6,7.8.9.10.11.12.13.14.15.16.17.18.19|. Procedure: A solution of N-(2-Methylpropyl)-3,3-dimethylglutarimide (19.5 g, 0.0984 mol) in dry ether (30 ml) was added via a dropping funnel over 30 minutes to a suspension of lithium aluminum hydride (5.36 g, 0.141 mol) in dry ether (50 ml) at 0° C. stirring under nitrogen. The mixture was then boiled for 3 hours, allowed to cool to room temperature and the excess lithium aluminium hydride was decomposed by careful addition of solid sodium sulphate decahydrate (20 g). After the suspended solid had turned... The reactants are CN(C)C=O, O=C(CCCl)CCc1ccc(Cl)cc1, O, c1c[nH]cn1. The product is O=C(CCc1ccc(Cl)cc1)CCn1ccnc1. Reaction SMILES: [CH3:20][N:21]([CH3:22])[CH:23]=[O:24].[Cl:1][c:2]1[cH:3][cH:4][c:5]([CH2:8][CH2:9][C:10]([CH2:11][CH2:12][Cl:13])=[O:14])[cH:6][cH:7]1.[OH2:25].[nH:15]1[cH:16][n:17][cH:18][cH:19]1>>[Cl:1][c:2]1[cH:3][cH:4][c:5]([CH2:8][CH2:9][C:10]([CH2:11][CH2:12][n:15]2[cH:16][n:17][cH:18][cH:19]2)=[O:14])[cH:6][cH:7]1. Reactants: COc1c(C)c(Cc2ccc(C=O)c(OCc3ccccc3)c2)c(OC)c(OC)c1OC, CC#N, [O-][Cl+][O-], [Na+], [Na+], O, OO, O=P([O-])(O)O. Product: COc1c(C)c(Cc2ccc(C(=O)O)c(OCc3ccccc3)c2)c(OC)c(OC)c1OC. As a reaction SMILES: [CH3:13][O:14][c:15]1[c:16]([CH3:44])[c:17]([CH2:18][c:19]2[cH:20][c:21]([O:27][CH2:28][c:29]3[cH:30][cH:31][cH:32][cH:33][cH:34]3)[c:22]([CH:23]=[O:24])[cH:25][cH:26]2)[c:35]([O:42][CH3:43])[c:36]([O:40][CH3:41])[c:37]1[O:38][CH3:39].[CH3:46][C:47]#[N:48].[Cl+:7]([O-:8])[O-:9].[Na+:10].[Na+:1].[OH2:45].[OH:11][OH:12].[OH:2][P:3](=[O:4])([O-:5])[OH:6]>>[OH:11][C:23]([c:22]1[c:21]([O:27][CH2:28][c:29]2[cH:30][cH:31][cH:32][cH:33][cH:34]2)[cH:20][c:19]([CH2:18][c:17]2[c:16]([CH3:44])[c:15]([O:14][CH3:13])[c:37]([O:38][CH3:39])[c:36]([O:40][CH3:41])[c:35]2[O:42][CH3:43])[cH:26][cH:25]1)=[O:24].